This data is from the Open Reaction Database (ORD), a public repository of structured organic reaction records. The task is: describe an organic reaction: reactants, conditions, products, and yield Starting materials: O=C([O-])[O-], CCO, Cl, [K+], [K+], CON, O=Cc1cncc(C#Cc2ccccc2)c1. Product: Cl, CON=Cc1cncc(C#Cc2ccccc2)c1. Reaction SMILES: [C:17](=[O:18])([O-:19])[O-:20].[CH3:27][CH2:28][OH:29].[ClH:23].[K+:21].[K+:22].[O:24]([CH3:25])[NH2:26].[c:1]1([C:7]#[C:8][c:9]2[cH:10][c:11]([CH:15]=[O:16])[cH:12][n:13][cH:14]2)[cH:2][cH:3][cH:4][cH:5][cH:6]1>>[ClH:23].[c:1]1([C:7]#[C:8][c:9]2[cH:10][c:11]([CH:15]=[N:26][O:24][CH3:25])[cH:12][n:13][cH:14]2)[cH:2][cH:3][cH:4][cH:5][cH:6]1.